From a dataset of the Open Reaction Database (ORD), a public repository of structured organic reaction records. describe an organic reaction: reactants, conditions, products, and yield Starting materials: C(CCCCCCCCCC)C#N (undecyl cyanide), NCC(C)N (1,2-diaminopropane). Solvent: C(=S)=S (carbon disulfide). The product is CC1N=C(NC1)CCCCCCCCCCC (4-Methyl-2-undecyl-2-imidazoline). The yield is 74.9%. RXN SMILES: [CH2:1]([C:12]#[N:13])[CH2:2][CH2:3][CH2:4][CH2:5][CH2:6][CH2:7][CH2:8][CH2:9][CH2:10][CH3:11].[NH2:14][CH2:15][CH:16](N)[CH3:17]>C(=S)=S>[CH3:17][CH:16]1[CH2:15][NH:14][C:12]([CH2:1][CH2:2][CH2:3][CH2:4][CH2:5][CH2:6][CH2:7][CH2:8][CH2:9][CH2:10][CH3:11])=[N:13]1. Procedure: 18.13 g (100 mmoles) of undecyl cyanide, 9.3 g (125 mmoles) of 1,2-diaminopropane and 0.5 ml of carbon disulfide were heated to 125° C. for 24 hrs. and then worked up as mentioned under Example 23. Kugelrohr distillation at 163°-165° C./1.2-1.4 mm Hg gave 17.85 g (75%) of product.